This data is from the Open Reaction Database (ORD), a public repository of structured organic reaction records. The task is: describe an organic reaction: reactants, conditions, products, and yield Starting materials: CC(C)(C)OC(=O)NNC(=O)c1ccc(CO[Si](C)(C)C(C)(C)C)cc1CO, C1CCOC1, O=C(Cl)Oc1ccc([N+](=O)[O-])cc1, ClCCl, c1ccncc1. Yields the product CC(C)(C)OC(=O)NNC(=O)c1ccc(CO[Si](C)(C)C(C)(C)C)cc1COC(=O)Oc1ccc([N+](=O)[O-])cc1. Reaction SMILES: [C:20]([CH3:21])([CH3:22])([CH3:23])[Si:24]([O:25][CH2:26][c:27]1[cH:28][c:29]([CH2:44][OH:45])[c:30]([C:31](=[O:32])[NH:33][NH:34][C:35](=[O:36])[O:37][C:38]([CH3:39])([CH3:40])[CH3:41])[cH:42][cH:43]1)([CH3:46])[CH3:47].[CH2:51]1[O:52][CH2:53][CH2:54][CH2:55]1.[Cl:1][C:2](=[O:3])[O:4][c:5]1[cH:6][cH:7][c:8]([N+:11](=[O:12])[O-:13])[cH:9][cH:10]1.[Cl:48][CH2:49][Cl:50].[cH:14]1[cH:15][cH:16][n:17][cH:18][cH:19]1>>[C:2](=[O:3])([O:4][c:5]1[cH:6][cH:7][c:8]([N+:11](=[O:12])[O-:13])[cH:9][cH:10]1)[O:45][CH2:44][c:29]1[cH:28][c:27]([CH2:26][O:25][Si:24]([C:20]([CH3:21])([CH3:22])[CH3:23])([CH3:46])[CH3:47])[cH:43][cH:42][c:30]1[C:31](=[O:32])[NH:33][NH:34][C:35](=[O:36])[O:37][C:38]([CH3:39])([CH3:40])[CH3:41].